This data is from the Open Reaction Database (ORD), a public repository of structured organic reaction records. The task is: describe an organic reaction: reactants, conditions, products, and yield Reactants: COc1cc(NC(=O)OC(C)(C)C)c(N)cc1-c1ccccc1F, CCOC(=O)CC(=O)c1cc(C#N)ccc1F. The product is COc1cc(NC(=O)OC(C)(C)C)c(NC(=O)CC(=O)c2cc(C#N)ccc2F)cc1-c1ccccc1F. Reaction SMILES: [C:1]([CH3:2])([CH3:3])([CH3:4])[O:5][C:6]([NH:7][c:8]1[cH:9][c:10]([O:22][CH3:23])[c:11](-[c:15]2[c:16]([F:21])[cH:17][cH:18][cH:19][cH:20]2)[cH:12][c:13]1[NH2:14])=[O:24].[CH2:25]([O:27][C:28](=[O:26])[CH2:29][C:30](=[O:31])[c:32]1[c:33]([F:40])[cH:34][cH:35][c:36]([C:38]#[N:39])[cH:37]1)[CH3:41]>>[C:1]([CH3:2])([CH3:3])([CH3:4])[O:5][C:6]([NH:7][c:8]1[cH:9][c:10]([O:22][CH3:23])[c:11](-[c:15]2[c:16]([F:21])[cH:17][cH:18][cH:19][cH:20]2)[cH:12][c:13]1[NH:14][C:28](=[O:27])[CH2:29][C:30](=[O:31])[c:32]1[c:33]([F:40])[cH:34][cH:35][c:36]([C:38]#[N:39])[cH:37]1)=[O:24].